From a dataset of the Open Reaction Database (ORD), a public repository of structured organic reaction records. describe an organic reaction: reactants, conditions, products, and yield Reactants: CC1CCCN1C1CC(c2nc3ccc(Br)cc3s2)C1, CC1(C)OB(c2cnc3ccccc3c2)OC1(C)C, OB(O)c1cncnc1. Product: CC1CCCN1C1CC(c2nc3ccc(-c4cnc5ccccc5c4)cc3s2)C1. Reaction SMILES: [Br:1][c:2]1[cH:3][c:4]2[c:5]([n:6][c:7]([CH:9]3[CH2:10][CH:11]([N:13]4[CH:14]([CH3:18])[CH2:15][CH2:16][CH2:17]4)[CH2:12]3)[s:8]2)[cH:19][cH:20]1.[CH3:21][C:22]1([CH3:23])[C:24]([CH3:25])([CH3:26])[O:27][B:28]([c:29]2[cH:30][n:31][c:32]3[cH:33][cH:34][cH:35][cH:36][c:37]3[cH:38]2)[O:39]1.[n:40]1[cH:41][c:42]([B:43]([OH:44])[OH:45])[cH:46][n:47][cH:48]1>>[c:2]1(-[c:29]2[cH:30][n:31][c:32]3[cH:33][cH:34][cH:35][cH:36][c:37]3[cH:38]2)[cH:3][c:4]2[c:5]([n:6][c:7]([CH:9]3[CH2:10][CH:11]([N:13]4[CH:14]([CH3:18])[CH2:15][CH2:16][CH2:17]4)[CH2:12]3)[s:8]2)[cH:19][cH:20]1. Starting materials: CC(C(C)(C)O1)(C)OB1C2=CC=C(N3C(C)=CC(C)=N3)C=C2, ClC1=CC2=C(C=CN2)C=C1. Reagents/catalysts: CC(C)(C)C1=CC=C(C=C1)C2=CC=C(C=C2)C(C)(C)C, [O-]P(=O)([O-])[O-].[K+].[K+].[K+], CC(C1=CC(C(C)C)=C(C2=CC=CC=C2P(C3CCCCC3)C4CCCCC4)C(C(C)C)=C1)C.NC5=CC=CC=C5C6=CC=CC=[C-]6.Cl[Pd+]. Run in C1CCOC1, O (water), C1CCOC1. Conditions: temperature 25 celsius, time 24 hour. Product: CC1=CC(C)=NN1C2=CC=C(C3=CC4=C(C=C3)C=CN4)C=C2. Yield: 72.0%. Reactants: NC1CCN2CCC3=C(C2C1)C=CC(=C3)Cl (2-Amino-9-chloro-1,3,4,6,7,11b-hexahydro-2H-benzo[a]quinolizine), ClC1=CC2=C(C3CC(CCN3CC2)=O)C=C1 (9-chloro-1,3,4,6,7,11b-hexahydro-2H-benzo[a]quinolizin-2-one), oxime, C1(=CC=CC=C1)N=C=O (phenyl isocyanate). Product: ClC1=CC2=C(C3CC(CCN3CC2)C2(CC=CC=C2)NC(=O)N)C=C1 (1-(9-Chloro-1,3,4,6,7,11b-Hexahydro-2H-benzo[a]quinolizin-2-yl)-phenyl urea). RXN SMILES: N[CH:2]1[CH2:11][CH:10]2[N:5]([CH2:6][CH2:7][C:8]3[CH:15]=[C:14]([Cl:16])[CH:13]=[CH:12][C:9]=32)[CH2:4][CH2:3]1.ClC1C=CC2C3[N:27](CCC=2C=1)CCC(=O)C3.[C:33]1([N:39]=[C:40]=[O:41])[CH:38]=[CH:37][CH:36]=[CH:35][CH:34]=1>>[Cl:16][C:14]1[CH:13]=[CH:12][C:9]2[CH:10]3[N:5]([CH2:6][CH2:7][C:8]=2[CH:15]=1)[CH2:4][CH2:3][CH:2]([C:33]1([NH:39][C:40]([NH2:27])=[O:41])[CH:38]=[CH:37][CH:36]=[CH:35][CH2:34]1)[CH2:11]3. Procedure: 2-Amino-9-chloro-1,3,4,6,7,11b-hexahydro-2H-benzo[a]quinolizine [prepared from 9-chloro-1,3,4,6,7,11b-hexahydro-2H-benzo[a]quinolizin-2-one (Neth.Appln. No. 6,508,468) by reduction of the oxime] is reacted with phenyl isocyanate by a procedure analogous to that of Example 1 to give the title compound.